Task: describe an organic reaction: reactants, conditions, products, and yield. Dataset: the Open Reaction Database (ORD), a public repository of structured organic reaction records Reactants: FC(C1=NC(=NO1)C1=CC(=C(OCCCC=2C=CC(NC2)=O)C(=C1)C)C)(F)F (5-[3-[4-(5-trifluoromethyl-1,2,4-oxadiazol-3-yl)-2,6-dimethylphenoxy]-propyl]-2 (1H)-pyridone), CI (methyl iodide), C(=O)([O-])[O-].[K+].[K+] (K2CO3). Reagents/catalysts: COCCOCCN(CCOCCOC)CCOCCOC (TDA-1). Run in CN(C)C=O (DMF). Yields the product FC(C1=NC(=NO1)C1=CC(=C(OCCCC=2C(N(C=CC2)C)=O)C(=C1)C)C)(F)F (3-[3-[4-(5-trifluoromethyl-1,2,4-oxadiazol-3-yl)-2,6-dimethylphenoxy]-propyl]-1-methyl-2-pyridone). Isolated yield 91.7%. As a reaction SMILES: [F:1][C:2]([F:28])([F:27])[C:3]1[O:7][N:6]=[C:5]([C:8]2[CH:24]=[C:23]([CH3:25])[C:11]([O:12][CH2:13][CH2:14][CH2:15][C:16]3[CH:17]=[CH:18][C:19](=O)[NH:20][CH:21]=3)=[C:10]([CH3:26])[CH:9]=2)[N:4]=1.CI.[C:31]([O-:34])([O-])=O.[K+].[K+]>COCCOCCN(CCOCCOC)CCOCCOC.CN(C=O)C>[F:27][C:2]([F:1])([F:28])[C:3]1[O:7][N:6]=[C:5]([C:8]2[CH:9]=[C:10]([CH3:26])[C:11]([O:12][CH2:13][CH2:14][CH2:15][C:16]3[C:31](=[O:34])[N:20]([CH3:21])[CH:19]=[CH:18][CH:17]=3)=[C:23]([CH3:25])[CH:24]=2)[N:4]=1 |f:2.3.4|. Procedure details: To a solution of 0.95 g (2.41 mmol) of 5-[3-[4-(5-trifluoromethyl-1,2,4-oxadiazol-3-yl)-2,6-dimethylphenoxy]-propyl]-2 (1H)-pyridone, 20 drops of TDA-1, and 0.5 ml of methyl iodide in 50 ml of dry DMF was added 0.96 g (3 eq) of milled K2CO3. The mixture was filtered and concentrated in vacuo to afford 0.9 g (91.8%) of 3-[3-[4-(5-trifluoromethyl-1,2,4-oxadiazol-3-yl)-2,6-dimethylphenoxy]-propyl]-1-methyl-2-pyridone, as a white solid, which was recrystallized from isopropyl acetate to yield a whit... The reactants are ClC=1C=C(C=CC1Cl)[N+](=O)[O-] (3,4-dichloronitrobenzene), O1CCOC12CCNCC2 (1,4-dioxa-8-azaspiro[4.5]decane). The product is ClC1=C(C=CC(=C1)[N+](=O)[O-])N1CCC2(OCCO2)CC1 (8-(2-Chloro-4-nitrophenyl)-1,4-dioxa-8-azaspiro[4.5]decane). Reaction SMILES: [Cl:1][C:2]1[CH:3]=[C:4]([N+:9]([O-:11])=[O:10])[CH:5]=[CH:6][C:7]=1Cl.[O:12]1[C:16]2([CH2:21][CH2:20][NH:19][CH2:18][CH2:17]2)[O:15][CH2:14][CH2:13]1>>[Cl:1][C:2]1[CH:3]=[C:4]([N+:9]([O-:11])=[O:10])[CH:5]=[CH:6][C:7]=1[N:19]1[CH2:20][CH2:21][C:16]2([O:15][CH2:14][CH2:13][O:12]2)[CH2:17][CH2:18]1. Reported procedure: The title compound 3.05 g (quantitative) was obtained in a manner similar to the Manufacturing Example 25 by use of 3,4-dichloronitrobenzene and 1,4-dioxa-8-azaspiro[4.5]decane, instead of 3,4-difluoronitorobenzene and N-methylpiperazine, respectively. The reagents and catalysts are C=1C=CC(=CC1)/C=C/C(=O)/C=C/C2=CC=CC=C2.C=1C=CC(=CC1)/C=C/C(=O)/C=C/C2=CC=CC=C2.C=1C=CC(=CC1)/C=C/C(=O)/C=C/C2=CC=CC=C2.[Pd].[Pd] (Pd2(dba)3). Reported procedure: 7-Chloro-1-{[(1R)-1-cyclopropyl-2,2,2-trifluoroethyl]amino}-5H-pyrido[4,3-b]indole-4-carboxamide (8.36 g, 21.8 mmol) and 2-aminopyrimidine-5-boronic acid pinacol ester (7.73 g, 34.9 mmol) were placed in a flask. Pd2(dba)3 (2.0 g, 2.184 mmol), tricyclohexylphosphine (1.53 g, 5.46 mmol), dioxane (437 ml) and K3PO4 (1.25 M in water, 59.2 ml, 74.0 mmol) were added and the flask purged with N2 for 15 min. The reaction mixture was heated at 100° C. for 4 h, and cooled to room temperature. The mixture ... Reactants: C1(CCCCC1)P(C1CCCCC1)C1CCCCC1 (tricyclohexylphosphine), [O-]P(=O)([O-])[O-].[K+].[K+].[K+] (K3PO4), ClC=1C=CC=2C3=C(NC2C1)C(=CN=C3N[C@@H](C(F)(F)F)C3CC3)C(=O)N (7-Chloro-1-{[(1R)-1-cyclopropyl-2,2,2-trifluoroethyl]amino}-5H-pyrido[4,3-b]indole-4-carboxamide), NC1=NC=C(C=N1)B1OC(C)(C)C(C)(C)O1 (2-aminopyrimidine-5-boronic acid pinacol ester). RXN SMILES: Cl[C:2]1[CH:3]=[CH:4][C:5]2[C:6]3[C:14]([NH:15][C@H:16]([CH:21]4[CH2:23][CH2:22]4)[C:17]([F:20])([F:19])[F:18])=[N:13][CH:12]=[C:11]([C:24]([NH2:26])=[O:25])[C:7]=3[NH:8][C:9]=2[CH:10]=1.[NH2:27][C:28]1[N:33]=[CH:32][C:31](B2OC(C)(C)C(C)(C)O2)=[CH:30][N:29]=1.C1(P(C2CCCCC2)C2CCCCC2)CCCCC1.[O-]P([O-])([O-])=O.[K+].[K+].[K+]>C1C=CC(/C=C/C(/C=C/C2C=CC=CC=2)=O)=CC=1.C1C=CC(/C=C/C(/C=C/C2C=CC=CC=2)=O)=CC=1.C1C=CC(/C=C/C(/C=C/C2C=CC=CC=2)=O)=CC=1.[Pd].[Pd].O1CCOCC1>[NH2:27][C:28]1[N:33]=[CH:32][C:31]([C:2]2[CH:3]=[CH:4][C:5]3[C:6]4[C:14]([NH:15][C@H:16]([CH:21]5[CH2:22][CH2:23]5)[C:17]([F:19])([F:18])[F:20])=[N:13][CH:12]=[C:11]([C:24]([NH2:26])=[O:25])[C:7]=4[NH:8][C:9]=3[CH:10]=2)=[CH:30][N:29]=1 |f:3.4.5.6,7.8.9.10.11|. Conditions: temperature 100 celsius. Yields the product NC1=NC=C(C=N1)C=1C=CC=2C3=C(NC2C1)C(=CN=C3N[C@@H](C(F)(F)F)C3CC3)C(=O)N (7-(2-Aminopyrimidin-5-yl)-1-{[(1R)-1-cyclopropyl-2,2,2-trifluoroethyl]amino}-5H-pyrido[4,3-b]indole-4-carboxamide). Solvent: O1CCOCC1 (dioxane). The reactants are OC1=CC=C(C=O)C=C1 (4-hydroxybenzaldehyde), CC(C)(C)[Si](C)(C)Cl ((1,1-dimethylethyl)dimethylsilyl chloride), O (water), N1C=NC=C1 (imidazole). Run in CN(C=O)C (dimethylformamide). Run at time 3 hour. Product: CC(C)(C)[Si](OC1=CC=C(C=O)C=C1)(C)C (4-[(1,1-dimethylethyl)dimethylsilyloxy]benzaldehyde). Yield: 96.6%. Reaction SMILES: [OH:1][C:2]1[CH:9]=[CH:8][C:5]([CH:6]=[O:7])=[CH:4][CH:3]=1.[CH3:10][C:11]([Si:14](Cl)([CH3:16])[CH3:15])([CH3:13])[CH3:12].N1C=CN=C1.O>CN(C)C=O>[CH3:10][C:11]([Si:14]([CH3:16])([CH3:15])[O:1][C:2]1[CH:9]=[CH:8][C:5]([CH:6]=[O:7])=[CH:4][CH:3]=1)([CH3:13])[CH3:12]. Procedure details: To a stirred solution of 10.4 grams (0.085 mole) of 4-hydroxybenzaldehyde in 36.5 mL of dimethylformamide was added 15.4 grams (0.102 mole) of (1,1-dimethylethyl)dimethylsilyl chloride and then 14.8 grams (0.218 mole) of imidazole. Upon completion of addition the reaction mixture was stirred under a nitrogen atmosphere at ambient temperature for three hours. The reaction mixture was poured into a separatory funnel, and water was added. The mixture was extracted with diethyl ether. The ether laye...